Dataset: the Open Reaction Database (ORD), a public repository of structured organic reaction records. Task: describe an organic reaction: reactants, conditions, products, and yield The reactants are CCOC(=O)c1cc(Br)c(-c2cc(F)cc(Cl)c2)s1, N#Cc1cc(B(O)O)ccc1F, O=C([O-])[O-], COCCOC, CC(C)c1cc(C(C)C)c(-c2ccccc2P(C2CCCCC2)C2CCCCC2)c(C(C)C)c1, [Cs+], [Cs+], CC(=O)[O-], CC(=O)[O-], [Pd+2]. The product is CCOC(=O)c1cc(-c2ccc(F)c(C#N)c2)c(-c2cc(F)cc(Cl)c2)s1. Reaction SMILES: [Br:1][c:2]1[cH:3][c:4]([C:15](=[O:16])[O:17][CH2:18][CH3:19])[s:5][c:6]1-[c:7]1[cH:8][c:9]([Cl:14])[cH:10][c:11]([F:13])[cH:12]1.[C:20](#[N:21])[c:22]1[cH:23][c:24]([B:29]([OH:30])[OH:31])[cH:25][cH:26][c:27]1[F:28].[C:32](=[O:33])([O-:34])[O-:35].[CH3:72][O:73][CH2:74][CH2:75][O:76][CH3:77].[CH:38]1([P:39]([CH:40]2[CH2:41][CH2:42][CH2:43][CH2:44][CH2:45]2)[c:46]2[cH:47][cH:48][cH:49][cH:50][c:51]2-[c:52]2[c:53]([CH:54]([CH3:55])[CH3:56])[cH:57][c:58]([CH:59]([CH3:60])[CH3:61])[cH:62][c:63]2[CH:64]([CH3:65])[CH3:66])[CH2:67][CH2:68][CH2:69][CH2:70][CH2:71]1.[Cs+:36].[Cs+:37].[O-:79][C:80]([CH3:81])=[O:82].[O-:83][C:84]([CH3:85])=[O:86].[Pd+2:78]>>[c:2]1(-[c:24]2[cH:23][c:22]([C:20]#[N:21])[c:27]([F:28])[cH:26][cH:25]2)[cH:3][c:4]([C:15](=[O:16])[O:17][CH2:18][CH3:19])[s:5][c:6]1-[c:7]1[cH:8][c:9]([Cl:14])[cH:10][c:11]([F:13])[cH:12]1. As a reaction SMILES: [C:1]([CH:2]([CH3:3])[CH3:4])(=[O:5])[NH:6][CH:7]([CH2:8][SH:9])[C:10](=[O:11])[NH:12][CH2:13][CH2:14][S:15][C:16]([c:17]1[cH:18][cH:19][cH:20][cH:21][cH:22]1)=[O:23].[C:24]([C:25]([CH3:26])([CH3:27])[CH3:28])(=[O:29])[Cl:30]>>[C:1]([CH:2]([CH3:3])[CH3:4])(=[O:5])[NH:6][CH:7]([CH2:8][S:9][C:24]([C:25]([CH3:26])([CH3:27])[CH3:28])=[O:29])[C:10](=[O:11])[NH:12][CH2:13][CH2:14][S:15][C:16]([c:17]1[cH:18][cH:19][cH:20][cH:21][cH:22]1)=[O:23]. The product is CC(C)C(=O)NC(CSC(=O)C(C)(C)C)C(=O)NCCSC(=O)c1ccccc1. The reactants are CC(C)C(=O)NC(CS)C(=O)NCCSC(=O)c1ccccc1, CC(C)(C)C(=O)Cl. The reactants are C1CCOC1, COCCOc1ccc(C(=O)OC)nc1, [Na+], [OH-]. Product: COCCOc1ccc(C(=O)O)nc1. As a reaction SMILES: [CH2:18]1[O:19][CH2:20][CH2:21][CH2:22]1.[CH3:1][O:2][C:3](=[O:4])[c:5]1[n:6][cH:7][c:8]([O:11][CH2:12][CH2:13][O:14][CH3:15])[cH:9][cH:10]1.[Na+:17].[OH-:16]>>[O:2]=[C:3]([OH:4])[c:5]1[n:6][cH:7][c:8]([O:11][CH2:12][CH2:13][O:14][CH3:15])[cH:9][cH:10]1.